From a dataset of the Open Reaction Database (ORD), a public repository of structured organic reaction records. describe an organic reaction: reactants, conditions, products, and yield Product: CC1(CC(CO1)CO)C ((5,5-dimethyltetrahydrofuran-3-yl)methanol). Reactants: CC(CC(CO)CO)=C (2-(2-methylallyl)propane-1,3-diol). The reagents and catalysts are FC(S(=O)(=O)[O-])(F)F.[Ag+] (silver trifluoromethanesulfonate). Isolated yield 100.0%. The solvent is ClCCl (dichloromethane). Reported procedure: Under a nitrogen atmosphere, a solution of 2-(2-methylallyl)propane-1,3-diol (2.00 g) and silver trifluoromethanesulfonate (197 mg) in dichloromethane (40 mL) was stirred at 80° C. for 2 days. The reaction mixture was filtered through celite, and the filtrate was evaporated under reduced pressure to give the title compound (2.00 g) as a brown oil. This compound was used for the next step without further purification. As a reaction SMILES: [CH3:1][C:2](=[CH2:9])[CH2:3][CH:4]([CH2:7][OH:8])[CH2:5][OH:6]>ClCCl.FC(F)(F)S([O-])(=O)=O.[Ag+]>[CH3:9][C:2]1([CH3:1])[O:6][CH2:5][CH:4]([CH2:7][OH:8])[CH2:3]1 |f:2.3|. Starting materials: ClC1=CC=C(C=C1)S(=O)(=O)NCCCCC(CCC(=O)OC(C)(C)C)CCCN1C=NC=C1 (t-butyl 8-(p-chlorophenylsulfonamido)-4-[3-(1-imidazolyl)propyl]-octanoate), FC(C(=O)O)(F)F (trifluoroacetic acid). Run in C(Cl)Cl (methylene chloride). Run at time 1.5 hour. The product is ClC1=CC=C(C=C1)S(=O)(=O)NCCCCC(CCC(=O)O)CCCN1C=NC=C1 (8-(p-chlorophenylsulfonamido)-4-[3-(1-imidazolyl)propyl]-octanoic acid). Reaction SMILES: [Cl:1][C:2]1[CH:7]=[CH:6][C:5]([S:8]([NH:11][CH2:12][CH2:13][CH2:14][CH2:15][CH:16]([CH2:26][CH2:27][CH2:28][N:29]2[CH:33]=[CH:32][N:31]=[CH:30]2)[CH2:17][CH2:18][C:19]([O:21]C(C)(C)C)=[O:20])(=[O:10])=[O:9])=[CH:4][CH:3]=1.FC(F)(F)C(O)=O>C(Cl)Cl>[Cl:1][C:2]1[CH:7]=[CH:6][C:5]([S:8]([NH:11][CH2:12][CH2:13][CH2:14][CH2:15][CH:16]([CH2:26][CH2:27][CH2:28][N:29]2[CH:33]=[CH:32][N:31]=[CH:30]2)[CH2:17][CH2:18][C:19]([OH:21])=[O:20])(=[O:10])=[O:9])=[CH:4][CH:3]=1. Procedure: To a solution of 0.17 g (0.34 mmol) t-butyl 8-(p-chlorophenylsulfonamido)-4-[3-(1-imidazolyl)propyl]-octanoate in 5 ml methylene chloride is added 1 ml trifluoroacetic acid and the solution is stirred at room temperature for 1.5 h. The solvent is evaporated and the residue taken up in 5 ml water. The pH of the solution is adjusted to 6.5 using 1N aqueous sodium hydroxide. Then the aqueous solution is extracted twice with ethyl acetate. The combined organic layer is washed with water and brine, d... Reactants: O=C([O-])O, CCN=C=NCCCN(C)C, CCCCC(CC)C(=O)[O-], CCOC(C)=O, Cl, Cl, COP(=O)(O)C1N2C(=O)C(N)C2SC1(C)C, [Na+], [Na+], [Na+], [OH-], O, O=C(O)C(C(=O)O)c1ccccc1. Yields the product COP(=O)(O)C1N2C(=O)C(NC(=O)C(C(=O)O)c3ccccc3)C2SC1(C)C. RXN SMILES: [C:45](=[O:46])([O-:47])[OH:48].[CH2:33]([N:34]=[C:35]=[N:36][CH2:37][CH2:38][CH2:39][N:40]([CH3:41])[CH3:42])[CH3:43].[CH2:50]([CH:51]([CH2:52][CH2:53][CH2:54][CH3:55])[C:56]([O-:57])=[O:58])[CH3:59].[CH3:61][CH2:62][O:63][C:64](=[O:65])[CH3:66].[ClH:32].[ClH:44].[NH2:1][CH:2]1[CH:3]2[N:4]([CH:5]([P:10](=[O:11])([O:12][CH3:13])[OH:14])[C:6]([CH3:8])([CH3:9])[S:7]2)[C:15]1=[O:16].[Na+:18].[Na+:49].[Na+:60].[OH-:17].[OH2:67].[c:19]1([CH:25]([C:26](=[O:27])[OH:28])[C:29](=[O:30])[OH:31])[cH:20][cH:21][cH:22][cH:23][cH:24]1>>[NH:1]([CH:2]1[CH:3]2[N:4]([CH:5]([P:10](=[O:11])([O:12][CH3:13])[OH:14])[C:6]([CH3:8])([CH3:9])[S:7]2)[C:15]1=[O:16])[C:29]([CH:25]([c:19]1[cH:20][cH:21][cH:22][cH:23][cH:24]1)[C:26](=[O:27])[OH:28])=[O:30]. Starting materials: CC(C(=O)OCC)C(=O)OCC (Diethyl methylmalonate), [NH2-].[Na+] (sodamide), ClC1=NC=C(C=C1)[N+](=O)[O-] (2-chloro-5-nitropyridine). The solvent is C1CCOC1 (THF), C1CCOC1 (THF). Reaction conditions: time 64 hour. As a reaction SMILES: [CH3:1][CH:2](C(OCC)=O)C(OCC)=O.[NH2-].[Na+].Cl[C:16]1[CH:21]=[CH:20][C:19]([N+:22]([O-:24])=[O:23])=[CH:18][N:17]=1>C1COCC1>[CH2:1]([C:16]1[CH:21]=[CH:20][C:19]([N+:22]([O-:24])=[O:23])=[CH:18][N:17]=1)[CH3:2] |f:1.2|. Product: C(C)C1=NC=C(C=C1)[N+](=O)[O-] (2-ethyl-5-nitropyridine). Procedure details: Diethyl methylmalonate (52.2 g) was added dropwise to a suspension of sodamide (11.7 g) in dry THF (150 ml) with stirring at ambient temperature under nitrogen. The mixture was boiled under reflux for 1 hour and then a solution of 2-chloro-5-nitropyridine (47.7 g) in dry THF (150 ml) was added dropwise cautiously with stirring. After the addition the mixture was boiled under reflux for 3 hours, then cooled and evaporated to remove approximately 80% of the solvent. The residue was poured into wat... The reactants are S(O)(O)(=O)=O (sulfuric acid), COC1=CC=C(CNCC(C2=CC(=C(C=C2)OC)OC)O)C=C1 (α-[[(4-methoxybenzyl)amino]methyl]-3,4-dimethoxybenzyl alcohol), N (ammonia). Solvent: FC(C(=O)O)(F)F (trifluoroacetic acid). Yields the product COC=1C=C2C(CNCC2=CC1)C1=CC(=C(C=C1)OC)OC (6-methoxy-4-(3,4-dimethoxyphenyl)-1,2,3,4-tetrahydroisoquinoline). The yield is 88.2%. RXN SMILES: [CH3:1][O:2][C:3]1[CH:23]=[CH:22][C:6]([CH2:7][NH:8][CH2:9][CH:10](O)[C:11]2[CH:16]=[CH:15][C:14]([O:17][CH3:18])=[C:13]([O:19][CH3:20])[CH:12]=2)=[CH:5][CH:4]=1.S(=O)(=O)(O)O.N>FC(F)(F)C(O)=O>[CH3:1][O:2][C:3]1[CH:23]=[C:22]2[C:6](=[CH:5][CH:4]=1)[CH2:7][NH:8][CH2:9][CH:10]2[C:11]1[CH:16]=[CH:15][C:14]([O:17][CH3:18])=[C:13]([O:19][CH3:20])[CH:12]=1. Procedure details: α-[[(4-methoxybenzyl)amino]methyl]-3,4-dimethoxybenzyl alcohol (950 mg) was dissolved in 7.2 ml of trifluoroacetic acid, and after adding thereto 0.22 ml of conc. sulfuric acid under cie cooling, the reaction was allowed to react for 45 minutes. The reaction solution was concentrated, and subjected to azeotropic distillation with toluene 2 times. After adding chloroform, the mixture was basified by addition of 28% aqueous amminoa under ice cooling. By a separating procedure, the chloroform layer... The reactants are C(C)(C)(C)NS(=O)(=O)\C=C\C1=CC=NC=C1 ((E)-N-tert-Butyl-2-(4-pyridyl)ethenesulfonamide). Solvent: FC(C(=O)O)(F)F (trifluoroacetic acid). Run at temperature 50 celsius, time 4 hour. Product: N1=CC=C(C=C1)/C=C/S(=O)(=O)N ((E)-2-(4-pyridyl)ethenesulfonamide). The yield is 80.3%. RXN SMILES: C([NH:5][S:6](/[CH:9]=[CH:10]/[C:11]1[CH:16]=[CH:15][N:14]=[CH:13][CH:12]=1)(=[O:8])=[O:7])(C)(C)C>FC(F)(F)C(O)=O>[N:14]1[CH:13]=[CH:12][C:11](/[CH:10]=[CH:9]/[S:6]([NH2:5])(=[O:7])=[O:8])=[CH:16][CH:15]=1. Procedure details: (E)-N-tert-Butyl-2-(4-pyridyl)ethenesulfonamide (3.8 g) was dissolved in trifluoroacetic acid (38 ml) and the mixture was stirred in an oil bath at 50° C. for 4 hr. The reaction mixture was concentrated to dryness under reduced pressure. The residue was dissolved in trifluoroacetic acid (19 ml) and stirred in an oil bath at 50° C. for 45 min. The reaction mixture was concentrated to dryness under reduced pressure and the residue was partitioned between chloroform:methanol (9:1) and a saturated a... The reactants are CC(=O)Oc1ccc(OC(C)C(=O)O)cc1, CCO, Cl. Yields the product CC(Oc1ccc(O)cc1)C(=O)O. As a reaction SMILES: [C:1](=[O:2])([CH3:3])[O:4][c:5]1[cH:6][cH:7][c:8]([O:9][CH:10]([C:11](=[O:12])[OH:13])[CH3:14])[cH:15][cH:16]1.[CH3:18][CH2:19][OH:20].[ClH:17]>>[OH:4][c:5]1[cH:6][cH:7][c:8]([O:9][CH:10]([C:11](=[O:12])[OH:13])[CH3:14])[cH:15][cH:16]1. Starting materials: I(=O)(=O)(=O)[O-].[Na+] (sodium periodate), CC(C)(OC(=O)OCC1=CC=C(C=C1)[N+](=O)[O-])[C@H]1C(N([C@@H]1CC=C)C(C(=O)OC)=C(C)C)=O (methyl 2-{(3S,4R)-3-[1-methyl-1-(4-nitrobenzyloxycarbonyloxy)ethyl]-2-oxo-4-allylazetidin-1-yl}-3-methylbut-2-enoate), solution, P(=O)([O-])([O-])[O-] (phosphate), CC(=O)C (acetone), I(=O)(=O)(=O)[O-].[Na+] (sodium periodate), [Mn](=O)(=O)(=O)[O-].[K+] (potassium permanganate). The solvent is O (water), O.CC(=O)C (water acetone). Run at time 10 minute. Yields the product CC(C)(OC(=O)OCC1=CC=C(C=C1)[N+](=O)[O-])[C@@H]1[C@H](NC1=O)CC(=O)O ({(2R,3S)-3-[1-methyl-1-(4-nitrobenzyloxycarbonyloxy)ethyl]-4-oxoazetidin-2-yl}acetic acid). Reaction SMILES: [CH3:1][C:2]([C@@H:18]1[C@@H:21]([CH2:22]C=C)[N:20](C(=C(C)C)C(OC)=O)[C:19]1=[O:33])([O:4][C:5]([O:7][CH2:8][C:9]1[CH:14]=[CH:13][C:12]([N+:15]([O-:17])=[O:16])=[CH:11][CH:10]=1)=[O:6])[CH3:3].P([O-])([O-])([O-])=O.I([O-])(=O)(=O)=O.[Na+].[Mn]([O-])(=O)(=O)=[O:46].[K+].C[C:52](C)=[O:53]>O.O.CC(C)=O>[CH3:3][C:2]([C@H:18]1[C:19](=[O:33])[NH:20][C@@H:21]1[CH2:22][C:52]([OH:53])=[O:46])([O:4][C:5]([O:7][CH2:8][C:9]1[CH:10]=[CH:11][C:12]([N+:15]([O-:17])=[O:16])=[CH:13][CH:14]=1)=[O:6])[CH3:1] |f:2.3,4.5,8.9|. Procedure details: To a solution of methyl 2-{(3S,4R)-3-[1-methyl-1-(4-nitrobenzyloxycarbonyloxy)ethyl]-2-oxo-4-allylazetidin-1-yl}-3-methylbut-2-enoate (72.9 mg) in acetone (2.03 ml) was added a 0.7 M solution of phosphate buffer (pH 6.8, 1.35 ml) at ambient temperature. To the resulting suspension was added dropwise a solution of sodium periodate (86.0 mg) in water (0.594 ml) at ambient temperature. After stirring for 10 minutes, the reaction mixture was added with sodium periodate (117.2 mg) and potassium perma... Starting materials: Cl.FC1(CNC1)F (3,3-Difluoroazetidine hydrochloride), CN1CCOCC1 (4-methylmorpholine), FC1=CN=C2C=3C(C(N(CC13)[C@@H](C(=O)O)C(C)C)=O)=CN2 ((R)-2-(6-Fluoro-3-oxopyrrolo[4,3,2-de][2,6]naphthyridin-4(1H,3H,5H)-yl)-3-methylbutanoic acid), C1=CC=C2C(=C1)N=NN2O.O (HOBt hydrate), CCN=C=NCCCN(C)C.Cl (EDC hydrochloride). Run in CN(C)C=O (DMF). Conditions: time 2 hour. Yields the product FC1(CN(C1)C([C@@H](C(C)C)N1CC=2C(=CN=C3C2C(C1=O)=CN3)F)=O)F ((R)-4-(1-(3,3-difluoroazetidin-1-yl)-3-methyl-1-oxobutan-2-yl)-6-fluoro-4,5-dihydropyrrolo[4,3,2-de][2,6]naphthyridin-3(1 H)-one). Isolated yield 53.5%. Reaction SMILES: [F:1][C:2]1[C:11]2[CH2:10][N:9]([C@H:12]([CH:16]([CH3:18])[CH3:17])[C:13]([OH:15])=O)[C:8](=[O:19])[C:7]3=[CH:20][NH:21][C:5]([C:6]=23)=[N:4][CH:3]=1.C1C=C2N=NN(O)C2=CC=1.O.CCN=C=NCCCN(C)C.Cl.Cl.[F:46][C:47]1([F:51])[CH2:50][NH:49][CH2:48]1.CN1CCOCC1>CN(C=O)C>[F:46][C:47]1([F:51])[CH2:50][N:49]([C:13](=[O:15])[C@H:12]([N:9]2[C:8](=[O:19])[C:7]3=[CH:20][NH:21][C:5]4[C:6]3=[C:11]([C:2]([F:1])=[CH:3][N:4]=4)[CH2:10]2)[CH:16]([CH3:18])[CH3:17])[CH2:48]1 |f:1.2,3.4,5.6|. Procedure details: (R)-2-(6-Fluoro-3-oxopyrrolo[4,3,2-de][2,6]naphthyridin-4(1H,3H,5H)-yl)-3-methylbutanoic acid (15 mg, 0.051 mmol), HOBt hydrate (9.46 mg, 0.062 mmol), and EDC hydrochloride (14.81 mg, 0.077 mmol) were combined in DMF (2 mL). 3,3-Difluoroazetidine hydrochloride (10.0 mg, 0.077 mmol) and 4-methylmorpholine (0.023 mL, 0.206 mmol) were added, and the reaction mixture was stirred at room temperature for 2 h. Following reaction, the product was purified by preparative HPLC (10-60% AcCN/H2O with 0.035%... Yields the product COc1ccc(Cn2c(=O)n(C3CCN(C)CC3)c3ccc(C#N)cc32)cc1Cl. As a reaction SMILES: [C:35](=[O:36])([OH:37])[O-:38].[CH2:29]=[O:30].[CH3:31][C:32](=[O:33])[OH:34].[CH3:40][OH:41].[Cl:1][c:2]1[cH:3][c:4]([CH2:5][n:6]2[c:7](=[O:23])[n:8]([CH:17]3[CH2:18][CH2:19][NH:20][CH2:21][CH2:22]3)[c:9]3[c:10]2[cH:11][c:12]([C:15]#[N:16])[cH:13][cH:14]3)[cH:24][cH:25][c:26]1[O:27][CH3:28].[Na+:39]>>[Cl:1][c:2]1[cH:3][c:4]([CH2:5][n:6]2[c:7](=[O:23])[n:8]([CH:17]3[CH2:18][CH2:19][N:20]([CH3:31])[CH2:21][CH2:22]3)[c:9]3[c:10]2[cH:11][c:12]([C:15]#[N:16])[cH:13][cH:14]3)[cH:24][cH:25][c:26]1[O:27][CH3:28]. Reactants: O=C([O-])O, C=O, CC(=O)O, CO, COc1ccc(Cn2c(=O)n(C3CCNCC3)c3ccc(C#N)cc32)cc1Cl, [Na+].